Dataset: the Open Reaction Database (ORD), a public repository of structured organic reaction records. Task: describe an organic reaction: reactants, conditions, products, and yield The reactants are Br.BrC1=CC=C(O1)C=1C(=NC=CC1)N (3-(5-bromofuran-2-yl)pyridin-2-amine hydrobromide), C1(=CC=CC=C1)B(O)O (phenylboronic acid). Yields the product C1(=CC=CC=C1)C1=CC=C(O1)C=1C(=NC=CC1)N (3-(5-phenylfuran-2-yl)pyridin-2-amine). RXN SMILES: Br.Br[C:3]1[O:7][C:6]([C:8]2[C:9]([NH2:14])=[N:10][CH:11]=[CH:12][CH:13]=2)=[CH:5][CH:4]=1.[C:15]1(B(O)O)[CH:20]=[CH:19][CH:18]=[CH:17][CH:16]=1>>[C:15]1([C:3]2[O:7][C:6]([C:8]3[C:9]([NH2:14])=[N:10][CH:11]=[CH:12][CH:13]=3)=[CH:5][CH:4]=2)[CH:20]=[CH:19][CH:18]=[CH:17][CH:16]=1 |f:0.1|. Procedure details: In the same manner as in Example 14, step A, the title compound (1.19 g) was obtained as a yellow solid from 3-(5-bromofuran-2-yl)pyridin-2-amine hydrobromide and phenylboronic acid.